Dataset: the Open Reaction Database (ORD), a public repository of structured organic reaction records. Task: describe an organic reaction: reactants, conditions, products, and yield Starting materials: CO (methanol), C(\C=C/CO)O (cis-2-butene-1,4-diol), C1(=CC=CC=C1)C(=O)C(=O)C1=CC=CC=C1 (benzil), S(=O)(Cl)Cl (thionyl chloride). Yields the product C(C1=CC=CC=C1)(=O)C1(OCC=CCO1)C1=CC=CC=C1 (2-benzoyl-2-phenyl-4,7-dihydro-1,3-dioxepin). Yield: 78.8%. As a reaction SMILES: CO.[C:3]1([C:9]([C:11]([C:13]2[CH:18]=[CH:17][CH:16]=[CH:15][CH:14]=2)=[O:12])=[O:10])[CH:8]=[CH:7][CH:6]=[CH:5][CH:4]=1.S(Cl)(Cl)=O.[CH2:23](O)/[CH:24]=[CH:25]\[CH2:26][OH:27]>>[C:11]([C:9]1([C:3]2[CH:4]=[CH:5][CH:6]=[CH:7][CH:8]=2)[O:27][CH2:26][CH:25]=[CH:24][CH2:23][O:10]1)(=[O:12])[C:13]1[CH:18]=[CH:17][CH:16]=[CH:15][CH:14]=1. Procedure: 60.8 g (1.9 mols) of methanol were added with stirring to a suspension of 105 g (0.5 mol) of benzil in 107.1 g (0.9 mol) of thionyl chloride, with cooling to a temperature below 10° C. The mixture was initially stirred until room temperature was reached, and then it was stirred for 2 hours at 50° C. 52.8 g (0.6 mol) of cis-2-butene-1,4-diol were added to the clear, pale yellow solution, and volatile products were distilled off at 10 torr and 50° C. The mixture was then stirred for 3 hours at fro... Reactants: ClC1=C(OCCCC(=O)O)C=CC(=C1Cl)\C=C(/CC)\[N+](=O)[O-] ((E)-4-[2,3-Dichloro-4-(2-nitro-1-butenyl)phenoxy]butyric acid), C([O-])(O)=O.[Na+] (sodium bicarbonate). Run in O (water). The product is ClC1=C(OCCCC(=O)[O-])C=CC(=C1Cl)\C=C(/CC)\[N+](=O)[O-].[Na+] (Sodium (E)-4-[2,3-Dichloro-4-(2-nitro-1-butenyl)phenoxy]butyrate). Reaction SMILES: [Cl:1][C:2]1[C:14]([Cl:15])=[C:13](/[CH:16]=[C:17](/[N+:20]([O-:22])=[O:21])\[CH2:18][CH3:19])[CH:12]=[CH:11][C:3]=1[O:4][CH2:5][CH2:6][CH2:7][C:8]([OH:10])=[O:9].C(=O)(O)[O-].[Na+:27]>O>[Cl:1][C:2]1[C:14]([Cl:15])=[C:13](/[CH:16]=[C:17](/[N+:20]([O-:22])=[O:21])\[CH2:18][CH3:19])[CH:12]=[CH:11][C:3]=1[O:4][CH2:5][CH2:6][CH2:7][C:8]([O-:10])=[O:9].[Na+:27] |f:1.2,4.5|. Procedure details: 1.0297 g of (E)-4-[2,3-Dichloro-4-(2-nitro-1-butenyl)phenoxy]butyric acid is dissolved 33 ml of 0.1N sodium bicarbonate and sufficient isotonic buffer to make a final volume of 100 ml. The water from all sources was pyrogen free. The solution is sterilized by filtration. This solution is 3 mM in active antisickling agent. The reactants are C(C)(C)(C)OC(=O)N([C@H](C)C1=CC=CC2=CC=CC=C12)C[C@H]1CN(C[C@@H]1C1=CC=CC=C1)C(=O)N[C@@H]1CC[C@H](CC1)C(=O)O (trans-4-({[(3R,4S)-3-({(tert-butoxycarbonyl)[(1R)-1-(1-naphthyl)ethyl]amino}methyl)-4-phenylpyrrolidin-1-yl]carbonyl}amino)cyclohexane carboxylic acid), Cl.O1CCOCC1 (hydrogen chloride 1,4-dioxane). Solvent: O1CCOCC1 (1,4-dioxane). Conditions: time 8 hour. Product: C1(=CC=CC2=CC=CC=C12)[C@@H](C)NC[C@H]1CN(C[C@@H]1C1=CC=CC=C1)C(=O)N[C@@H]1CC[C@H](CC1)C(=O)O (trans-4-({[(3S,4S)-3-({[(1R)-1-(1-naphthyl)ethyl]amino}methyl)-4-phenylpyrrolidin-1-yl]carbonyl}amino)cyclohexane carboxylic acid). Isolated yield 24.7%. RXN SMILES: C(OC([N:8]([CH2:21][C@@H:22]1[C@@H:26]([C:27]2[CH:32]=[CH:31][CH:30]=[CH:29][CH:28]=2)[CH2:25][N:24]([C:33]([NH:35][C@H:36]2[CH2:41][CH2:40][C@H:39]([C:42]([OH:44])=[O:43])[CH2:38][CH2:37]2)=[O:34])[CH2:23]1)[C@@H:9]([C:11]1[C:20]2[C:15](=[CH:16][CH:17]=[CH:18][CH:19]=2)[CH:14]=[CH:13][CH:12]=1)[CH3:10])=O)(C)(C)C.Cl.O1CCOCC1>O1CCOCC1>[C:11]1([C@H:9]([NH:8][CH2:21][C@@H:22]2[C@@H:26]([C:27]3[CH:28]=[CH:29][CH:30]=[CH:31][CH:32]=3)[CH2:25][N:24]([C:33]([NH:35][C@H:36]3[CH2:41][CH2:40][C@H:39]([C:42]([OH:44])=[O:43])[CH2:38][CH2:37]3)=[O:34])[CH2:23]2)[CH3:10])[C:20]2[C:15](=[CH:16][CH:17]=[CH:18][CH:19]=2)[CH:14]=[CH:13][CH:12]=1 |f:1.2|. Procedure details: A 6.0 ml 1,4-dioxane solution of 175 mg of trans-4-({[(3R,4S)-3-({(tert-butoxycarbonyl)[(1R)-1-(1-naphthyl)ethyl]amino}methyl)-4-phenylpyrrolidin-1-yl]carbonyl}amino)cyclohexane carboxylic acid was mixed with 1.0 ml of 4 M hydrogen chloride/1,4-dioxane at room temperature and stirred overnight at room temperature. The reaction solution was concentrated under a reduced pressure, and the thus obtained residue was purified by a silica gel column chromatography (chloroform-methanol), and the thus ob... Reactants: O=C([O-])[O-], COc1ccc2c(Cl)ccnc2c1, [Cs+], [Cs+], CC(=O)[O-], CC(=O)[O-], Cc1csc(-c2cn(CCO)c(=O)cn2)c1, [Pd+2]. The product is COc1ccc2c(OCCn3cc(-c4cc(C)cs4)ncc3=O)ccnc2c1. As a reaction SMILES: [C:30](=[O:31])([O-:32])[O-:33].[Cl:17][c:18]1[cH:19][cH:20][n:21][c:22]2[cH:23][c:24]([O:28][CH3:29])[cH:25][cH:26][c:27]12.[Cs+:34].[Cs+:35].[O-:37][C:38]([CH3:39])=[O:40].[O-:41][C:42]([CH3:43])=[O:44].[OH:1][CH2:2][CH2:3][n:4]1[c:5](=[O:16])[cH:6][n:7][c:8](-[c:10]2[s:11][cH:12][c:13]([CH3:15])[cH:14]2)[cH:9]1.[Pd+2:36]>>[O:1]([CH2:2][CH2:3][n:4]1[c:5](=[O:16])[cH:6][n:7][c:8](-[c:10]2[s:11][cH:12][c:13]([CH3:15])[cH:14]2)[cH:9]1)[c:18]1[cH:19][cH:20][n:21][c:22]2[cH:23][c:24]([O:28][CH3:29])[cH:25][cH:26][c:27]12.